From a dataset of the Open Reaction Database (ORD), a public repository of structured organic reaction records. describe an organic reaction: reactants, conditions, products, and yield Starting materials: CCOC(=O)CNCc1ccc(OCc2ccccc2)cc1, O=CO, Cc1ccccc1C. Yields the product CCOC(=O)CN(C=O)Cc1ccc(OCc2ccccc2)cc1. As a reaction SMILES: [CH2:1]([CH3:2])[O:3][C:4]([CH2:5][NH:6][CH2:7][c:8]1[cH:9][cH:10][c:11]([O:14][CH2:15][c:16]2[cH:17][cH:18][cH:19][cH:20][cH:21]2)[cH:12][cH:13]1)=[O:22].[CH:23](=[O:24])[OH:25].[c:26]1([CH3:27])[c:28]([CH3:29])[cH:30][cH:31][cH:32][cH:33]1>>[CH2:1]([CH3:2])[O:3][C:4]([CH2:5][N:6]([CH2:7][c:8]1[cH:9][cH:10][c:11]([O:14][CH2:15][c:16]2[cH:17][cH:18][cH:19][cH:20][cH:21]2)[cH:12][cH:13]1)[CH:23]=[O:24])=[O:22].